Dataset: the Open Reaction Database (ORD), a public repository of structured organic reaction records. Task: describe an organic reaction: reactants, conditions, products, and yield Starting materials: C(C1=CC=CC=C1)N (benzylamine), ClC1=CC=CC(=N1)NC1=CC(=C(C=C1)N1C=NC(=C1)C)OC ((6-chloro-pyridin-2-yl)-[3-methoxy-4-(4-methyl-imidazol-1-yl)-phenyl]-amine). The product is C(C1=CC=CC=C1)NC1=NC(=CC=C1)NC1=CC(=C(C=C1)N1C=NC(=C1)C)OC (N-Benzyl-N′-[3-methoxy-4-(4-methyl-imidazol-1-yl)-phenyl]-pyridine-2,6-diamine), solid. RXN SMILES: [CH2:1]([NH2:8])[C:2]1[CH:7]=[CH:6][CH:5]=[CH:4][CH:3]=1.Cl[C:10]1[N:15]=[C:14]([NH:16][C:17]2[CH:22]=[CH:21][C:20]([N:23]3[CH:27]=[C:26]([CH3:28])[N:25]=[CH:24]3)=[C:19]([O:29][CH3:30])[CH:18]=2)[CH:13]=[CH:12][CH:11]=1>>[CH2:1]([NH:8][C:10]1[CH:11]=[CH:12][CH:13]=[C:14]([NH:16][C:17]2[CH:22]=[CH:21][C:20]([N:23]3[CH:27]=[C:26]([CH3:28])[N:25]=[CH:24]3)=[C:19]([O:29][CH3:30])[CH:18]=2)[N:15]=1)[C:2]1[CH:7]=[CH:6][CH:5]=[CH:4][CH:3]=1. Yield: 11.0%. Procedure: Prepared in analogy to example 62 from benzylamine and (6-chloro-pyridin-2-yl)-[3-methoxy-4-(4-methyl-imidazol-1-yl)-phenyl]-amine. The title compound was obtained as a brown solid (Yield=11%). MS ISP (m/e): 386.2 (100) [(M+H)+]. 1H NMR (DMSO-D6, 300 MHz): δ (ppm)=8.88 (s, 1H), 7.67 (d, 1H), 7.59 (d, 1H), 7.35-7.25 (m, 3H), 7.35-7.10 (m, 4H), 7.06 (d, 1H), 6.97 (d, 1H), 6.90 (t, 1H), 6.00 (d, 1H), 5.95 (d, 1H), 4.54 (d, 2H), 3.65 (s, 3H), 2.13 (s, 3H). The reactants are COC(=O)C1(C(C(CCC1)N=[N+]=[N-])O)C (racemic methyl-3-azido-2-hydroxy-1-methyl-cyclohexane-carboxylate), COC(=O)C1(C(C(CCC1)N=[N+]=[N-])O)C (racemic methyl-3-azido-2-hydroxy-1-methyl-cyclohexanecarboxylate). Reagents/catalysts: [Pd] (palladium). Run in CO (MeOH), CC(=O)O (AcOH). The product is COC(=O)C1(C(C(CCC1)N)O)C (methyl-3-amino-2-hydroxy-1-methyl-cyclohexanecarboxylate). RXN SMILES: [CH3:1][O:2][C:3]([C:5]1([CH3:15])[CH2:10][CH2:9][CH2:8][CH:7]([N:11]=[N+]=[N-])[CH:6]1[OH:14])=[O:4]>CO.CC(O)=O.[Pd]>[CH3:1][O:2][C:3]([C:5]1([CH3:15])[CH2:10][CH2:9][CH2:8][CH:7]([NH2:11])[CH:6]1[OH:14])=[O:4]. Procedure details: A solution of racemic methyl-3-azido-2-hydroxy-1-methyl-cyclohexane-carboxylate, 66c, (0.90 g, 4.22 mmol) in a mixture of MeOH (50 mL) and AcOH (10 mL) was stirred under a hydrogen atmosphere (balloon) with the presence of palladium (0.50 g, 0.47 mmol) overnight at room temperature. The mixture was filtered through a celite bed and washed with MeOH. The combined filtrates were evaporated to provide methyl-3-amino-2-hydroxy-1-methyl-cyclohexanecarboxylate as a oil. Et2O was added and the resulted... The reactants are [N-]=[N+]=[N-].[Na+] (Sodium azide), CS(=O)(=O)O[C@H]1CN(CC1)C(=O)OC(C)(C)C (1,1-dimethylethyl (3R)-3-[(methylsulfonyl)oxy]-pyrrolidine-1-carboxylate), resultant suspension. The solvent is O (water), CN(C=O)C (dimethylformamide). Yields the product N[C@@H]1CN(CC1)C(=O)OC(C)(C)C (1,1-Dimethylethyl (3S)-3-aminopyrrolidine-1-carboxylate). RXN SMILES: [N-:1]=[N+]=[N-].[Na+].CS(O[C@@H:10]1[CH2:14][CH2:13][N:12]([C:15]([O:17][C:18]([CH3:21])([CH3:20])[CH3:19])=[O:16])[CH2:11]1)(=O)=O>CN(C)C=O.O>[NH2:1][C@H:10]1[CH2:14][CH2:13][N:12]([C:15]([O:17][C:18]([CH3:21])([CH3:20])[CH3:19])=[O:16])[CH2:11]1 |f:0.1|. Procedure details: Sodium azide (4.4 g, 67.4 mmol) was added to a solution of 1,1-dimethylethyl (3R)-3-[(methylsulfonyl)oxy]-pyrrolidine-1-carboxylate (14.3 g, 54 mmol) in dry dimethylformamide (75 mL) and the resultant suspension heated at 65° C. for 8 hours. After cooling to room temperature, the reaction mixture was diluted with water and extracted into diethyl ether. The organic phase was washed two further times with water, then brine. The organic extracts were dried (MgSO4), filtered and evaporated in vacuo ... The reactants are [Br-], O=C(Cl)CCBr, CC#N, ClCCl, ClCCl, CCCC[N+](CCCC)(CCCC)CCCC, CN(C)c1ccccc1, Nc1ccc(C(F)(F)F)cc1, [K+], [OH-]. The product is O=C1CCN1c1ccc(C(F)(F)F)cc1. Reaction SMILES: [Br-:38].[Br:1][CH2:2][CH2:3][C:4](=[O:5])[Cl:6].[C:32](#[N:33])[CH3:34].[CH2:29]([Cl:30])[Cl:31].[CH2:35]([Cl:36])[Cl:37].[CH3:39][CH2:40][CH2:41][CH2:42][N+:43]([CH2:44][CH2:45][CH2:46][CH3:47])([CH2:48][CH2:49][CH2:50][CH3:51])[CH2:52][CH2:53][CH2:54][CH3:55].[CH3:7][N:8]([c:9]1[cH:10][cH:11][cH:12][cH:13][cH:14]1)[CH3:15].[F:16][C:17]([c:18]1[cH:19][cH:20][c:21]([NH2:22])[cH:23][cH:24]1)([F:25])[F:26].[K+:28].[OH-:27]>>[CH2:2]1[CH2:3][C:4](=[O:5])[N:22]1[c:21]1[cH:20][cH:19][c:18]([C:17]([F:16])([F:25])[F:26])[cH:24][cH:23]1. The reactants are S(=O)(=O)(C1=CC=C(C)C=C1)Cl (tosylic chloride), C(CC=CCC)(=O)O (3-hexenoic acid), C1(=CC=CC=C1)C#CC1=CC=C(C(=O)NC2=C(C=CC=C2)S(N)(=O)=O)C=C1 (4-phenylethynyl-N-(2-sulfamoylphenyl)benzamide). The reagents and catalysts are CN(C1=CC=NC=C1)C (4-dimethylaminopyridine). Solvent: O1CCCC1 (tetrahydrofuran). Conditions: time 1 hour. Yields the product C1(=CC=CC=C1)C#CC1=CC=C(C(=O)NC2=C(C=CC=C2)S(=O)(=O)NC(C\C=C\CC)=O)C=C1 (trans-N-[2-(4-Phenylethynylbenzamido)benzenesulfonyl]-3-hexenamide). Isolated yield 66.1%. Reaction SMILES: S(Cl)(C1C=CC(C)=CC=1)(=O)=O.[C:12]([OH:19])(=O)[CH2:13][CH:14]=[CH:15][CH2:16][CH3:17].[C:20]1([C:26]#[C:27][C:28]2[CH:46]=[CH:45][C:31]([C:32]([NH:34][C:35]3[CH:40]=[CH:39][CH:38]=[CH:37][C:36]=3[S:41](=[O:44])(=[O:43])[NH2:42])=[O:33])=[CH:30][CH:29]=2)[CH:25]=[CH:24][CH:23]=[CH:22][CH:21]=1>CN(C)C1C=CN=CC=1.O1CCCC1>[C:20]1([C:26]#[C:27][C:28]2[CH:46]=[CH:45][C:31]([C:32]([NH:34][C:35]3[CH:40]=[CH:39][CH:38]=[CH:37][C:36]=3[S:41]([NH:42][C:12](=[O:19])[CH2:13]/[CH:14]=[CH:15]/[CH2:16][CH3:17])(=[O:43])=[O:44])=[O:33])=[CH:30][CH:29]=2)[CH:21]=[CH:22][CH:23]=[CH:24][CH:25]=1. Procedure: In a stream of nitrogen and at 0° C., 249 mg (1.30 mmol) of tosylic chloride was added to an anhydrous tetrahydrofuran (10 ml) solution containing 149 mg (1.30 mmol) of 3-hexenoic acid and 532 mg (4.35 mmol ) of 4-dimethylaminopyridine, and the mixture was stirred for 1 hour. Next, this was mixed with 300 mg (0.80 mmol) of 4-phenylethynyl-N-(2-sulfamoylphenyl)benzamide produced in Reference Example 10 and stirred at room temperature for 1 hour, and then the solvent was evaporated under a reduced... Starting materials: O=C(OC(Cl)(Cl)Cl)Cl (diphosgene), ClCC(=O)NC=1SC=C(N1)C(C(=O)O)=NOC (2-(2-chloroacetamidothiazol-4-yl)-2-methoxyiminoacetic acid), C1C(C)O1 (propylene oxide), N[C@@H]1C(N[C@@H]1S(=O)(=O)C)=O ((3R,4R)-3-amino-4-methylsulfonyl-2-oxoazetidine). The solvent is C(Cl)Cl (methylene chloride), CN(C)C=O (DMF), C(C)N(CC)CC (triethylamine), C(C)N(CC)CC (triethylamine), C(Cl)Cl (methylene chloride), CC(=O)N(C)C (DMA). Run at time 30 minute. Yields the product ClCC(=O)NC=1SC=C(N1)C(C(=O)N[C@@H]1C(N[C@@H]1S(=O)(=O)C)=O)=NOC ((3R,4R)-3-[2-(2-chloroacetamidothiazol-4-yl)-2-methoxyiminoacetamido]-4-methylsulfonyl-2-oxoazetidine). Yield: 70.2%. Reaction SMILES: O=C(Cl)OC(Cl)(Cl)Cl.[Cl:9][CH2:10][C:11]([NH:13][C:14]1[S:15][CH:16]=[C:17]([C:19](=[N:23][O:24][CH3:25])[C:20]([OH:22])=O)[N:18]=1)=[O:12].[NH2:26][C@H:27]1[C@@H:30]([S:31]([CH3:34])(=[O:33])=[O:32])[NH:29][C:28]1=[O:35].C1OC1C>C(Cl)Cl.CC(N(C)C)=O.C(N(CC)CC)C.CN(C=O)C>[Cl:9][CH2:10][C:11]([NH:13][C:14]1[S:15][CH:16]=[C:17]([C:19](=[N:23][O:24][CH3:25])[C:20]([NH:26][C@H:27]2[C@@H:30]([S:31]([CH3:34])(=[O:33])=[O:32])[NH:29][C:28]2=[O:35])=[O:22])[N:18]=1)=[O:12]. Reported procedure: To a solution of 0.122 g of DMF in 5 ml of methylene chloride is added 0.10 ml of diphosgene at -10° C. The mixture is stirred for 30 minutes at room temperature, then cooled to a temperature of -70° C., followed by dropwise addition of 10 ml of methylene chloride solution containing 0.427 g of 2-(2-chloroacetamidothiazol-4-yl)-2-methoxyiminoacetic acid and 0.17 g of triethylamine. The mixture is stirred for 2 hours at a temperature ranging from -25° to -20° C., which is cooled to a temperature ... Starting materials: resultant mixture, S(=O)(Cl)Cl (thionyl chloride), aqueous solution, C(CC(O)(C(=O)O)CC(=O)O)(=O)O (citric acid), ClC1=CC=C(C(=O)O)C=C1 (4-chlorobenzoic acid), [Cl-].[Mg+2].[Cl-] (magnesium chloride), C(CC(=O)[O-])(=O)OCC.[K+] (potassium ethyl malonate). Reagents/catalysts: CN(C=O)C (N,N-dimethylformamide). The solvent is C1(=CC=CC=C1)C (toluene), C(C)(=O)OCC (ethyl acetate), C(C)N(CC)CC (Triethylamine). Run at time 18 hour. The product is ClC1=CC=C(C=C1)C(CC(=O)OCC)=O (Ethyl 3-(4-chlorophenyl)-3-oxopropionate). As a reaction SMILES: [Cl-].[Mg+2].[Cl-].[C:4]([O:10][CH2:11][CH3:12])(=[O:9])[CH2:5][C:6]([O-:8])=O.[K+].[Cl:14][C:15]1[CH:23]=[CH:22][C:18](C(O)=O)=[CH:17][CH:16]=1.S(Cl)(Cl)=O.C(O)(=O)CC(CC(O)=O)(C(O)=O)O>C(OCC)(=O)C.CN(C)C=O.C1(C)C=CC=CC=1.C(N(CC)CC)C>[Cl:14][C:15]1[CH:23]=[CH:22][C:18]([C:6](=[O:8])[CH2:5][C:4]([O:10][CH2:11][CH3:12])=[O:9])=[CH:17][CH:16]=1 |f:0.1.2,3.4|. Procedure details: Triethylamine (17 ml) and magnesium chloride (5.5 g) were added to a suspension of potassium ethyl malonate (8.2 g) in ethyl acetate (100 ml) under ice cooling, and the mixture was stirred for 18 hours while the temperature of the system was gradually raised to room temperature. On the other hand, a suspension composed of 4-chlorobenzoic acid (5.0 g), thionyl chloride (12 ml), N,N-dimethylformamide (one drop) and toluene (100 ml) was heated under reflux for 1 hour, and the reaction mixture was t... Reactants: CC(C)C1=CC=CC(=O)C(=C1)O (Hinokitiol), [OH-].[K+] (potassium hydroxide), Cl (HCl), C([O-])([O-])=O.[K+].[K+] (potassium carbonate), S(=O)(=O)(OC)OC (dimethyl sulfate). Reagents/catalysts: C=O (Formalin). Run in O (water). Run at temperature 100 celsius. Product: OCC1=CC=C(C=C(C1=O)OC)C(C)C (7-hydroxymethyl-4-isopropyl-2-methyoxy-2,4,6-cycloheptatrien-1-one). The yield is 74.0%. As a reaction SMILES: [CH3:1][CH:2]([C:4]1[CH:11]=[C:10]([OH:12])[C:8](=[O:9])[CH:7]=[CH:6][CH:5]=1)[CH3:3].[OH-].[K+].Cl.[C:16](=[O:19])([O-])[O-].[K+].[K+].S(OC)(O[CH3:26])(=O)=O>O.C=O>[OH:19][CH2:16][C:7]1[C:8](=[O:9])[C:10]([O:12][CH3:26])=[CH:11][C:4]([CH:2]([CH3:1])[CH3:3])=[CH:5][CH:6]=1 |f:1.2,4.5.6|. Procedure: Hinokitiol (20 g, 0.12 mol) and potassium hydroxide (8 g, 0.12 mol) were dissolved in water (80 ml), and 37% Formalin (12 ml, 0.16 mmol) was added thereto. The reaction solution was heated at 100° C. for 5 hours while stirring. The reaction solution was neutralized with 6N HCl, then the reaction product was extracted with dichloromethane. The extract was dried over sodium sulfate, then concentrated under reduced pressure. The residue was dissolved in acetone (200 ml), potassium carbonate (34 g, ...